Dataset: the Open Reaction Database (ORD), a public repository of structured organic reaction records. Task: describe an organic reaction: reactants, conditions, products, and yield Reactants: CC=1C(=CSC1)N=C=S (4-methyl-3-thienyl isothiocyanate), N[C@H]1[C@@H](CCCC1)N (racemic trans-1,2-diaminocyclohexane). Product: N[C@H]1[C@@H](CCCC1)NC(=S)NC1=CSC=C1C (trans-N-(2-Aminocyclohexyl)-N′-(4-methyl-3-thienyl)thiourea). RXN SMILES: [CH3:1][C:2]1[C:3]([N:7]=[C:8]=[S:9])=[CH:4][S:5][CH:6]=1.[NH2:10][C@@H:11]1[CH2:16][CH2:15][CH2:14][CH2:13][C@H:12]1[NH2:17]>>[NH2:10][C@@H:11]1[CH2:16][CH2:15][CH2:14][CH2:13][C@H:12]1[NH:17][C:8]([NH:7][C:3]1[C:2]([CH3:1])=[CH:6][S:5][CH:4]=1)=[S:9]. Reported procedure: is obtained analogously to the reaction described in example 1 b) from 4-methyl-3-thienyl isothiocyanate and racemic trans-1,2-diaminocyclohexane. Crystalline solid, m.p. 205-210° C., Conditions: temperature 57 celsius. Reactants: CC(=O)C (acetone), NC=1C=C(C(C(=O)O)=CC1)O (4-aminosalicylic acid), CC(=O)C (acetone), C(C)(=O)OC(C)=O (acetic anhydride), C(C)(=O)[O-].[Na+] (sodium acetate). RXN SMILES: [NH2:1][C:2]1[CH:3]=[C:4]([OH:11])[C:5](=[CH:9][CH:10]=1)[C:6]([OH:8])=[O:7].C[C:13]([CH3:15])=[O:14].[C:16](OC(=O)C)(=[O:18])[CH3:17].[C:23]([O-])(=[O:25])[CH3:24].[Na+]>O>[C:16]([O:11][C:4]1[CH:3]=[C:2]([N:1]2[C:23](=[O:25])[CH:24]=[CH:15][C:13]2=[O:14])[CH:10]=[CH:9][C:5]=1[C:6]([OH:8])=[O:7])(=[O:18])[CH3:17] |f:3.4|. Product: C(C)(=O)OC1=C(C=CC(=C1)N1C(C=CC1=O)=O)C(=O)O (2-Carboxy-5-Maleimidophenyl Acetate). The solvent is O (water), reagent. Reported procedure: A 3-liter, three-neck round-bottom flask was charged with 76.5 g (0.5 mole) of 4-aminosalicylic acid in 400 ml of reagent acetone. The flask was flushed with nitrogen and sealed under a nitrogen balloon as stirring was started. A solution of 50 g (0.51) of maleic anhydride dissolved in 400 ml of reagent acetone was added to maintain the temperature at reflux (about 57° C.) with added heat for 1 hour, which gave a very thick pale green precipitate. The flask was then charged with 153 g of acetic ...